This data is from the Open Reaction Database (ORD), a public repository of structured organic reaction records. The task is: describe an organic reaction: reactants, conditions, products, and yield Starting materials: O=C(NC1CCNC1)C12CC3CC(CC(C3)C1)C2, Cc1ccc(S(=O)(=O)OCCCc2ccc(F)cc2)cc1. Product: O=C(NC1CCN(CCCc2ccc(F)cc2)C1)C12CC3CC(CC(C3)C1)C2. Reaction SMILES: [NH:1]1[CH2:2][CH:3]([NH:6][C:7](=[O:8])[C:9]23[CH2:10][CH:11]4[CH2:12][CH:13]([CH2:14][CH:15]([CH2:16]2)[CH2:17]4)[CH2:18]3)[CH2:4][CH2:5]1.[c:19]1([CH3:20])[cH:21][cH:22][c:23]([S:24]([O:25][CH2:29][CH2:30][CH2:31][c:32]2[cH:33][cH:34][c:35]([F:38])[cH:36][cH:37]2)(=[O:26])=[O:27])[cH:28][cH:39]1>>[N:1]1([CH2:29][CH2:30][CH2:31][c:32]2[cH:33][cH:34][c:35]([F:38])[cH:36][cH:37]2)[CH2:2][CH:3]([NH:6][C:7](=[O:8])[C:9]23[CH2:10][CH:11]4[CH2:12][CH:13]([CH2:14][CH:15]([CH2:16]2)[CH2:17]4)[CH2:18]3)[CH2:4][CH2:5]1. Starting materials: CC(C)(C)OC(=O)Nc1ccc2cc(S(C)(=O)=O)ccc2c1, CC#N, O=C1CCC(=O)N1Br. Product: CC(C)(C)OC(=O)Nc1ccc2cc(S(C)(=O)=O)ccc2c1Br. As a reaction SMILES: [CH3:1][S:2](=[O:3])(=[O:4])[c:5]1[cH:6][c:7]2[cH:8][cH:9][c:10]([NH:15][C:16]([O:17][C:18]([CH3:19])([CH3:20])[CH3:21])=[O:22])[cH:11][c:12]2[cH:13][cH:14]1.[CH3:31][C:32]#[N:33].[O:23]=[C:24]1[N:25]([Br:30])[C:26](=[O:27])[CH2:28][CH2:29]1>>[CH3:1][S:2](=[O:3])(=[O:4])[c:5]1[cH:6][c:7]2[cH:8][cH:9][c:10]([NH:15][C:16]([O:17][C:18]([CH3:19])([CH3:20])[CH3:21])=[O:22])[c:11]([Br:30])[c:12]2[cH:13][cH:14]1. Reactants: CCOC(C)=O, CCOC(=O)c1cc(SCC)cc(N)c1[N+](=O)[O-], CCO, [Na+], [Na+], O, O=S([O-])S(=O)[O-]. The product is CCOC(=O)c1cc(SCC)cc(N)c1N. RXN SMILES: [C:28]([O:29][CH2:30][CH3:31])(=[O:32])[CH3:33].[CH2:1]([CH3:2])[O:3][C:4]([c:5]1[c:6]([N+:15]([O-:16])=[O:17])[c:7]([NH2:14])[cH:8][c:9]([S:11][CH2:12][CH3:13])[cH:10]1)=[O:18].[CH2:34]([OH:35])[CH3:36].[Na+:25].[Na+:26].[OH2:27].[S:19]([S:20]([O-:21])=[O:22])([O-:23])=[O:24]>>[CH2:1]([CH3:2])[O:3][C:4]([c:5]1[c:6]([NH2:15])[c:7]([NH2:14])[cH:8][c:9]([S:11][CH2:12][CH3:13])[cH:10]1)=[O:18]. Starting materials: Cc1cccc(NC(=O)NCC(=O)O)c1, CC(C)(C)OC(=O)C(Nc1ccccc1)c1cccc(Br)c1, O=S(Cl)Cl. Product: Cc1cccc(NC(=O)NCC(=O)N(c2ccccc2)C(C(=O)OC(C)(C)C)c2cccc(Br)c2)c1. Reaction SMILES: [CH3:1][c:2]1[cH:3][c:4]([NH:8][C:9]([NH:10][CH2:11][C:12](=[O:13])[OH:14])=[O:15])[cH:5][cH:6][cH:7]1.[NH:16]([c:17]1[cH:18][cH:19][cH:20][cH:21][cH:22]1)[CH:23]([C:24](=[O:25])[O:26][C:27]([CH3:28])([CH3:29])[CH3:30])[c:31]1[cH:32][c:33]([Br:37])[cH:34][cH:35][cH:36]1.[S:38]([Cl:39])([Cl:40])=[O:41]>>[CH3:1][c:2]1[cH:3][c:4]([NH:8][C:9]([NH:10][CH2:11][C:12](=[O:14])[N:16]([c:17]2[cH:18][cH:19][cH:20][cH:21][cH:22]2)[CH:23]([C:24](=[O:25])[O:26][C:27]([CH3:28])([CH3:29])[CH3:30])[c:31]2[cH:32][c:33]([Br:37])[cH:34][cH:35][cH:36]2)=[O:15])[cH:5][cH:6][cH:7]1. Reactants: C1(=CC=CC=C1)CC1(CNCC1)CCO (3-(phenylmethyl)-3-(2-hydroxyethyl)pyrrolidine), COC=1C=C(C(=O)Cl)C=C(C1OC)OC (3,4,5-trimethoxybenzoyl chloride), C([O-])([O-])=O.[Na+].[Na+] (sodium carbonate), C(C)(=O)OCC.O (ethyl acetate water). Solvent: C(C)(=O)OCC (ethyl acetate). Run at temperature 0 celsius, time 18 hour. The product is COC=1C=C(C(=O)N2CC(CC2)(CCO)CC2=CC=CC=C2)C=C(C1OC)OC (1-(3,4,5-trimethoxybenzoyl)-3-(phenylmethyl)-3-(2-hydroxyethyl)pyrrolidine). As a reaction SMILES: [C:1]1([CH2:7][C:8]2([CH2:13][CH2:14][OH:15])[CH2:12][CH2:11][NH:10][CH2:9]2)[CH:6]=[CH:5][CH:4]=[CH:3][CH:2]=1.C(=O)([O-])[O-].[Na+].[Na+].C(OCC)(=O)C.O.[CH3:29][O:30][C:31]1[CH:32]=[C:33]([CH:37]=[C:38]([O:42][CH3:43])[C:39]=1[O:40][CH3:41])[C:34](Cl)=[O:35]>C(OCC)(=O)C>[CH3:43][O:42][C:38]1[CH:37]=[C:33]([CH:32]=[C:31]([O:30][CH3:29])[C:39]=1[O:40][CH3:41])[C:34]([N:10]1[CH2:11][CH2:12][C:8]([CH2:7][C:1]2[CH:2]=[CH:3][CH:4]=[CH:5][CH:6]=2)([CH2:13][CH2:14][OH:15])[CH2:9]1)=[O:35] |f:1.2.3,4.5|. Reported procedure: Combine 3-(phenylmethyl)-3-(2-hydroxyethyl)pyrrolidine (3.94 mmol) and sodium carbonate (0.21 g, 2.00 mmol) in 1/1 ethyl acetate/water (50 mL). Cool the reaction mixture to 0° C. with an ice bath. Add 3,4,5-trimethoxybenzoyl chloride (0.83 g, 3.58 mmol). Warm to ambient temperature. After 18 hours, separate the layers and extract the aqueous layer three times with ethyl acetate. Dry the combined organic layers over Na2SO4, filter, and concentrate in vacuo to obtain a residue. Chromatograph the r... The reactants are C(C)(C)(C)OC(=O)N[C@H]1CC[C@H](CC1)OC(C1=CC=C(C=C1)OC)=O (cis-4-methoxybenzoic acid 4-(tert-butoxycarbonylamino)cyclohexyl ester), [OH-].[Na+] (sodium hydroxide), C(C)(=O)OCC (ethyl acetate). Solvent: CO (methanol). Reaction conditions: temperature 50 celsius, time 1.5 hour. Yields the product C(C)(C)(C)OC(=O)N[C@H]1CC[C@H](CC1)O (cis-4-(tert-butoxycarbonylamino)cyclohexanol). Yield: 39.1%. RXN SMILES: [C:1]([O:5][C:6]([NH:8][C@@H:9]1[CH2:14][CH2:13][C@H:12]([O:15]C(=O)C2C=CC(OC)=CC=2)[CH2:11][CH2:10]1)=[O:7])([CH3:4])([CH3:3])[CH3:2].[OH-].[Na+].C(OCC)(=O)C>CO>[C:1]([O:5][C:6]([NH:8][C@@H:9]1[CH2:10][CH2:11][C@H:12]([OH:15])[CH2:13][CH2:14]1)=[O:7])([CH3:4])([CH3:2])[CH3:3] |f:1.2|. Procedure details: A solution of Intermediate 118 (32.92 g) in methanol (400 ml) was added with 3 N aqueous sodium hydroxide (163 ml) at room temperature and stirred at 50° C. for 1.5 hours. The reaction mixture was cooled to room temperature, then added with ethyl acetate (400 ml) and washed 4 times with 0.5 N aqueous sodium hydroxide (50 ml each) and dried over anhydrous sodium sulfate. The solvent was evaporated under reduced pressure, and the residue was purified by silica gel column chromatography (n-hexane:e... Starting materials: Cc1cccc(NCc2ccccc2)c1, CC1CCCCC1, CC(C)P(=O)(Cl)Cl. Yields the product Cc1cccc(N2Cc3ccccc3P2(=O)C(C)C)c1. Reaction SMILES: [CH3:1][c:2]1[cH:3][c:4]([NH:8][CH2:9][c:10]2[cH:11][cH:12][cH:13][cH:14][cH:15]2)[cH:5][cH:6][cH:7]1.[CH3:23][CH:24]1[CH2:25][CH2:26][CH2:27][CH2:28][CH2:29]1.[CH:16]([CH3:17])([CH3:18])[P:19](=[O:20])([Cl:21])[Cl:22]>>[CH3:1][c:2]1[cH:3][c:4]([N:8]2[CH2:9][c:10]3[c:11]([cH:12][cH:13][cH:14][cH:15]3)[P:19]2([CH:16]([CH3:17])[CH3:18])=[O:20])[cH:5][cH:6][cH:7]1. Reaction SMILES: [Br:1][C:2]1[CH:3]=[C:4]([CH:6]=[CH:7][CH:8]=1)[NH2:5].Cl[CH2:10][CH2:11][CH2:12][S:13](Cl)(=[O:15])=[O:14].C1CCN2C(=NCCC2)CC1>C(Cl)Cl.CCOC(C)=O>[Br:1][C:2]1[CH:3]=[C:4]([N:5]2[CH2:10][CH2:11][CH2:12][S:13]2(=[O:15])=[O:14])[CH:6]=[CH:7][CH:8]=1. Solvent: CCOC(=O)C (EtOAc), C(Cl)Cl (CH2Cl2). Procedure: To a solution of 3-bromoaniline (1.0 mL, 9.18 mmol) and TEA (2.60 mL, 18.5 mmol) in CH2Cl2 (20 mL) was added 3-chloro-1-propanesulfonyl chloride (1.40 mL, 11.5 mmol) at 0° C. After stirring at room temperature for 16 hr, 3-chloro-1-propanesulfonyl chloride (1.40 mL, 11.5 mmol) and TEA (2.6 mL, 18.5 mmol) was added and the solution stirred at room temperature for 2 hr. The solution was then washed with HCl (1.0 N, aq) and brine, dried over Na2SO4 then concentrated in vacuo. The residue was then t... The reactants are ClCCCS(=O)(=O)Cl (3-chloro-1-propanesulfonyl chloride), TEA, BrC=1C=C(N)C=CC1 (3-bromoaniline), TEA, ClCCCS(=O)(=O)Cl (3-chloro-1-propanesulfonyl chloride), C1CCC2=NCCCN2CC1 (DBU). Conditions: time 16 hour. The product is BrC=1C=C(C=CC1)N1S(CCC1)(=O)=O (2-(3-bromophenyl)isothiazolidine 1,1-dioxide). Starting materials: CCI, O=c1[nH]c2ccc(Cl)cc2c(=O)o1, [H-], [Na+], CN(C)C=O, O. The product is CCn1c(=O)oc(=O)c2cc(Cl)ccc21. Reaction SMILES: [CH2:16]([CH3:17])[I:18].[Cl:1][c:2]1[cH:3][c:4]2[c:5]([nH:6][c:7](=[O:11])[o:8][c:9]2=[O:10])[cH:12][cH:13]1.[H-:14].[Na+:15].[O:20]=[CH:21][N:22]([CH3:23])[CH3:24].[OH2:19]>>[Cl:1][c:2]1[cH:3][c:4]2[c:5]([n:6]([CH2:16][CH3:17])[c:7](=[O:11])[o:8][c:9]2=[O:10])[cH:12][cH:13]1. The reactants are CC(C)CCON=O, ClCCl, CC(=O)O, BrC(Br)Br, [Cu]Br, COCc1c(N)ncc2[nH]c3ccc(OCc4ccccc4)cc3c12. Product: COCc1c(Br)ncc2[nH]c3ccc(OCc4ccccc4)cc3c12. RXN SMILES: [CH2:30]([O:31][N:32]=[O:33])[CH2:34][CH:35]([CH3:36])[CH3:37].[CH2:42]([Cl:43])[Cl:44].[CH3:26][C:27](=[O:28])[OH:29].[CH:38]([Br:39])([Br:40])[Br:41].[Cu:45][Br:46].[NH2:1][c:2]1[n:3][cH:4][c:5]2[nH:6][c:7]3[cH:8][cH:9][c:10]([O:18][CH2:19][c:20]4[cH:21][cH:22][cH:23][cH:24][cH:25]4)[cH:11][c:12]3[c:13]2[c:14]1[CH2:15][O:16][CH3:17]>>[c:2]1([Br:39])[n:3][cH:4][c:5]2[nH:6][c:7]3[cH:8][cH:9][c:10]([O:18][CH2:19][c:20]4[cH:21][cH:22][cH:23][cH:24][cH:25]4)[cH:11][c:12]3[c:13]2[c:14]1[CH2:15][O:16][CH3:17].